Dataset: the Open Reaction Database (ORD), a public repository of structured organic reaction records. Task: describe an organic reaction: reactants, conditions, products, and yield The reactants are C, CCOC(C)=O, CO, Cc1cccc(C=Cc2ccc(C(=O)O)c(Nc3ccc(F)cc3)c2)c1, [Pd]. The product is Cc1cccc(CCc2ccc(C(=O)O)c(Nc3ccc(F)cc3)c2)c1. As a reaction SMILES: [C:33].[CH3:27][CH2:28][O:29][C:30](=[O:31])[CH3:32].[CH3:35][OH:36].[F:1][c:2]1[cH:3][cH:4][c:5]([NH:6][c:7]2[c:8]([C:9](=[O:10])[OH:11])[cH:12][cH:13][c:14]([CH:16]=[CH:17][c:18]3[cH:19][c:20]([CH3:24])[cH:21][cH:22][cH:23]3)[cH:15]2)[cH:25][cH:26]1.[Pd:34]>>[F:1][c:2]1[cH:3][cH:4][c:5]([NH:6][c:7]2[c:8]([C:9](=[O:10])[OH:11])[cH:12][cH:13][c:14]([CH2:16][CH2:17][c:18]3[cH:19][c:20]([CH3:24])[cH:21][cH:22][cH:23]3)[cH:15]2)[cH:25][cH:26]1.